This data is from the Open Reaction Database (ORD), a public repository of structured organic reaction records. The task is: describe an organic reaction: reactants, conditions, products, and yield The reactants are ClC=1N=CC(=NC1)C(=O)OC (Methyl 5-chloropyrazine-2-carboxylate), Cl (HCl), O.[OH-].[Li+] (Lithium hydroxide monohydrate). Solvent: C1CCOC1 (THF), O (water). Run at time 8 hour. Yields the product ClC=1N=CC(=NC1)C(=O)O (5-Chloropyrazine-2-carboxylic acid). Isolated yield 80.7%. RXN SMILES: [Cl:1][C:2]1[N:3]=[CH:4][C:5]([C:8]([O:10]C)=[O:9])=[N:6][CH:7]=1.O.[OH-].[Li+].Cl>C1COCC1.O>[Cl:1][C:2]1[N:3]=[CH:4][C:5]([C:8]([OH:10])=[O:9])=[N:6][CH:7]=1 |f:1.2.3|. Procedure: Methyl 5-chloropyrazine-2-carboxylate (CAS [33332-25-1], 1 g, 5.79 mmol) was dissolved in a mixture of THF (50 ml) and water (50 ml). Lithium hydroxide monohydrate (243 mg, 5.79 mmol) was added and the reaction mixture was stirred at RT overnight. The pH was adjusted to 1 with 1M HCl and the product was extracted with three portions of EtOAc. The combined organic layers were dried over Na2SO4 and concentrated under vacuum. The crude material was purified by flash chromatography (SiO2, 50 g, 0 to... Starting materials: C=O (Formaldehyde), N[C@@H](CC1=CNC2=CC=CC=C12)C(=O)O (L-tryptophan), [OH-].[Na+] (sodium hydroxide), Cl (HCl). Run in O (water). Reaction conditions: temperature 50 celsius, time 2 hour. The product is C1N[C@@H](CC2=C1NC1=CC=CC=C21)C(=O)O ((S)-2,3,4,9-tetrahydro-1H-pyrido[3,4-b]indole-3-carboxylic acid). Yield: 95.6%. RXN SMILES: [CH2:1]=O.[NH2:3][C@H:4]([C:15]([OH:17])=[O:16])[CH2:5][C:6]1[C:14]2[C:9](=[CH:10][CH:11]=[CH:12][CH:13]=2)[NH:8][CH:7]=1.[OH-].[Na+].Cl>O>[CH2:1]1[C:7]2[NH:8][C:9]3[C:14]([C:6]=2[CH2:5][C@@H:4]([C:15]([OH:17])=[O:16])[NH:3]1)=[CH:13][CH:12]=[CH:11][CH:10]=3 |f:2.3|. Procedure details: Formaldehyde (37% aq. solution, 39.7 mL, 490 mmol) was added to a stirred solution of L-tryptophan (100.0 g, 490 mmol) in aqueous sodium hydroxide solution (19.6 g in 200 mL of H2O, 490 mmol) and stirred for 2 hr. The mixture was heated to reflux and stirred for 3.5 hr. The mixture was cooled to 50° C. and carefully acidified to pH 5-6 with 6.0 M HCl(aq) solution. The mixture was diluted with water (200 mL). The flask was removed from heat and cooled to room temperature. The precipitates filtere... Reagents/catalysts: [Na].[Hg] (sodium amalgam). Procedure: A solution of 4,5-dimethyl-6-oxo-7-propyl-7,8-dihydro-6H-indeno[5,4-b]furan-2-carboxylic acid (2.0 g., 0.007 mole) in aqueous sodium bicarbonate (40 ml.) is treated with 1% sodium amalgam (120 g.) and stirred at 25°C. for 18 hours. The mercury is separated and the aqueous phase is acidified with hydrochloric acid affording 2.0 g. (99%) of 4,5-dimethyl-6-hydroxy-7-propyl-1,2,7,8-tetrahydro-6H-indeno[5,4-b]furan-2-carboxylic acid which melts at 161°C. after recrystallization from nitromethane. As a reaction SMILES: [CH3:1][C:2]1[C:10]2[O:11][C:12]([C:14]([OH:16])=[O:15])=[CH:13][C:9]=2[C:8]2[CH2:7][CH:6]([CH2:17][CH2:18][CH3:19])[C:5](=[O:20])[C:4]=2[C:3]=1[CH3:21]>C(=O)(O)[O-].[Na+].[Na].[Hg]>[CH3:1][C:2]1[C:10]2[O:11][CH:12]([C:14]([OH:16])=[O:15])[CH2:13][C:9]=2[C:8]2[CH2:7][CH:6]([CH2:17][CH2:18][CH3:19])[CH:5]([OH:20])[C:4]=2[C:3]=1[CH3:21] |f:1.2,3.4,^1:26|. The solvent is C([O-])(O)=O.[Na+] (sodium bicarbonate). Yields the product CC1=C(C=2C(C(CC2C2=C1OC(C2)C(=O)O)CCC)O)C (4,5-Dimethyl-6-hydroxy-7-propyl-1,2,7,8-tetrahydro-6H-indeno[5,4-b]-furan-2-carboxylic acid). Reactants: CC1=C(C=2C(C(CC2C2=C1OC(=C2)C(=O)O)CCC)=O)C (4,5-dimethyl-6-oxo-7-propyl-7,8-dihydro-6H-indeno[5,4-b]furan-2-carboxylic acid). Reaction conditions: temperature 25 celsius, time 18 hour. Reactants: [Al+3], C1CCOC1, CC(C)c1cc(-c2ccccc2)nc(-c2ccc(F)cc2)c1C(=O)O, [H-], [H-], [H-], [H-], [Li+]. Product: CC(C)c1cc(-c2ccccc2)nc(-c2ccc(F)cc2)c1CO. Reaction SMILES: [Al+3:2].[CH2:32]1[O:33][CH2:34][CH2:35][CH2:36]1.[F:7][c:8]1[cH:9][cH:10][c:11](-[c:14]2[n:15][c:16](-[c:26]3[cH:27][cH:28][cH:29][cH:30][cH:31]3)[cH:17][c:18]([CH:23]([CH3:24])[CH3:25])[c:19]2[C:20](=[O:21])[OH:22])[cH:12][cH:13]1.[H-:1].[H-:4].[H-:5].[H-:6].[Li+:3]>>[F:7][c:8]1[cH:9][cH:10][c:11](-[c:14]2[n:15][c:16](-[c:26]3[cH:27][cH:28][cH:29][cH:30][cH:31]3)[cH:17][c:18]([CH:23]([CH3:24])[CH3:25])[c:19]2[CH2:20][OH:21])[cH:12][cH:13]1. The reactants are CC(C(=O)Cl)(C(CC1=CC=C(C=C1)OC)N(S(=O)(=O)C1=CC=C(C=C1)C)C)C (2,2-dimethyl-4-(p-methoxyphenyl)-3-(N-methyl-p-toluenesulfonamido)butyryl chloride), [Cl-].[Al+3].[Cl-].[Cl-] (aluminium chloride), ice water, Cl (hydrochloric acid). The solvent is C1=CC=CC=C1 (benzene). Conditions: time 25 minute. Product: CC1(C(C2=CC(=CC=C2CC1N(S(=O)(=O)C1=CC=C(C=C1)C)C)OC)=O)C (3,4-Dihydro-2,2-dimethyl-7-methoxy-3-(N-methyl-p-toluenesulfonamido)-1(2H)-naphthalenone). RXN SMILES: [CH3:1][C:2]([CH3:28])([CH:6]([N:16]([CH3:27])[S:17]([C:20]1[CH:25]=[CH:24][C:23]([CH3:26])=[CH:22][CH:21]=1)(=[O:19])=[O:18])[CH2:7][C:8]1[CH:13]=[CH:12][C:11]([O:14][CH3:15])=[CH:10][CH:9]=1)[C:3](Cl)=[O:4].[Cl-].[Al+3].[Cl-].[Cl-].Cl>C1C=CC=CC=1>[CH3:1][C:2]1([CH3:28])[CH:6]([N:16]([CH3:27])[S:17]([C:20]2[CH:25]=[CH:24][C:23]([CH3:26])=[CH:22][CH:21]=2)(=[O:19])=[O:18])[CH2:7][C:8]2[C:13](=[CH:12][C:11]([O:14][CH3:15])=[CH:10][CH:9]=2)[C:3]1=[O:4] |f:1.2.3.4|. Procedure: To a cooled (with ice water) and stirred solution of 256 g of 2,2-dimethyl-4-(p-methoxyphenyl)-3-(N-methyl-p-toluenesulfonamido)butyryl chloride in 1500 ml of dry benzene 195 g of aluminium chloride is added rather rapidly. The mixture is stirred at room temperature for an additional 25 minutes and then poured on to a mixture of ice and 950 ml of concentrated hydrochloric acid. After stirring the mixture at room temperature for 30 minutes the organic layer is separated whereas the aqueous layer ... Starting materials: CC1(C)OB(c2cccc3[nH]ncc23)OC1(C)C, CC(=O)[O-], CC#N, CC(C)(O)c1cc2nc(Cl)nc(N3CCOCC3)c2o1, [K+], Cl[Pd]Cl, c1ccc(P(c2ccccc2)c2ccccc2)cc1, c1ccc(P(c2ccccc2)c2ccccc2)cc1. The product is CC(C)(O)c1cc2nc(-c3cccc4[nH]ncc34)nc(N3CCOCC3)c2o1. RXN SMILES: [CH3:21][C:22]1([CH3:23])[C:24]([CH3:25])([CH3:26])[O:27][B:28]([c:29]2[c:30]3[cH:31][n:32][nH:33][c:34]3[cH:35][cH:36][cH:37]2)[O:38]1.[CH3:40][C:41](=[O:42])[O-:43].[CH3:44][C:45]#[N:46].[Cl:1][c:2]1[n:3][c:4]([N:15]2[CH2:16][CH2:17][O:18][CH2:19][CH2:20]2)[c:5]2[c:6]([n:7]1)[cH:8][c:9]([C:11]([CH3:12])([CH3:13])[OH:14])[o:10]2.[K+:39].[Pd:47]([Cl:48])[Cl:49].[c:50]1([P:51]([c:52]2[cH:53][cH:54][cH:55][cH:56][cH:57]2)[c:58]2[cH:59][cH:60][cH:61][cH:62][cH:63]2)[cH:64][cH:65][cH:66][cH:67][cH:68]1.[c:69]1([P:70]([c:71]2[cH:72][cH:73][cH:74][cH:75][cH:76]2)[c:77]2[cH:78][cH:79][cH:80][cH:81][cH:82]2)[cH:83][cH:84][cH:85][cH:86][cH:87]1>>[c:2]1(-[c:29]2[c:30]3[cH:31][n:32][nH:33][c:34]3[cH:35][cH:36][cH:37]2)[n:3][c:4]([N:15]2[CH2:16][CH2:17][O:18][CH2:19][CH2:20]2)[c:5]2[c:6]([n:7]1)[cH:8][c:9]([C:11]([CH3:12])([CH3:13])[OH:14])[o:10]2.